From a dataset of the Open Reaction Database (ORD), a public repository of structured organic reaction records. describe an organic reaction: reactants, conditions, products, and yield Starting materials: ClCCl, CN1C(=O)CSc2cc(-c3ccc(CC(NC(=O)C4(NC(=O)OC(C)(C)C)CCOCC4)C(N)=O)cc3)ccc21. Yields the product CN1C(=O)CSc2cc(-c3ccc(CC(C#N)NC(=O)C4(NC(=O)OC(C)(C)C)CCOCC4)cc3)ccc21. As a reaction SMILES: [Cl:41][CH2:42][Cl:43].[NH2:1][C:2]([CH:3]([CH2:4][c:5]1[cH:6][cH:7][c:8](-[c:11]2[cH:12][cH:13][c:14]3[c:15]([cH:22]2)[S:16][CH2:17][C:18](=[O:21])[N:19]3[CH3:20])[cH:9][cH:10]1)[NH:23][C:24](=[O:25])[C:26]1([NH:32][C:33]([O:34][C:35]([CH3:36])([CH3:37])[CH3:38])=[O:39])[CH2:27][CH2:28][O:29][CH2:30][CH2:31]1)=[O:40]>>[N:1]#[C:2][CH:3]([CH2:4][c:5]1[cH:6][cH:7][c:8](-[c:11]2[cH:12][cH:13][c:14]3[c:15]([cH:22]2)[S:16][CH2:17][C:18](=[O:21])[N:19]3[CH3:20])[cH:9][cH:10]1)[NH:23][C:24](=[O:25])[C:26]1([NH:32][C:33]([O:34][C:35]([CH3:36])([CH3:37])[CH3:38])=[O:39])[CH2:27][CH2:28][O:29][CH2:30][CH2:31]1. Reactants: C1CCNC1, CC(C)(C#N)N1CCCC1, CCC(=O)CC, N#C[K], O. Product: CCC(C#N)(CC)N1CCCC1. Reaction SMILES: [CH2:1]1[CH2:2][CH2:3][NH:4][CH2:5]1.[CH3:15][C:16]([N:17]1[CH2:18][CH2:19][CH2:20][CH2:21]1)([CH3:22])[C:23]#[N:24].[CH3:6][CH2:7][C:8]([CH2:9][CH3:10])=[O:11].[K:12][C:13]#[N:14].[OH2:25]>>[CH2:1]1[CH2:2][CH2:3][N:4]([C:8]([CH2:7][CH3:6])([CH2:9][CH3:10])[C:13]#[N:14])[CH2:5]1. Yields the product CC(C)CCCCCCOC(=O)c1ccccc1. RXN SMILES: [CH2:10]([CH2:11][CH2:12][CH2:13][CH2:14][CH2:15][CH:16]([CH3:17])[CH3:18])[OH:19].[OH:1][C:2](=[O:3])[c:4]1[cH:5][cH:6][cH:7][cH:8][cH:9]1>>[O:1]([C:2](=[O:3])[c:4]1[cH:5][cH:6][cH:7][cH:8][cH:9]1)[CH2:10][CH2:11][CH2:12][CH2:13][CH2:14][CH2:15][CH:16]([CH3:17])[CH3:18]. Reactants: CC(C)CCCCCCO, O=C(O)c1ccccc1. The reactants are CC(=O)O[BH-](OC(C)=O)OC(C)=O, COCCN, CCCN(CC1CC1)c1cc(C(=O)Nc2ccc(C=O)cc2C)ncn1, ClCCl. Yields the product CCCN(CC1CC1)c1cc(C(=O)Nc2ccc(CNCCOC)cc2C)ncn1. As a reaction SMILES: [C:32]([O:33][BH-:34]([O:35][C:36](=[O:37])[CH3:38])[O:39][C:40](=[O:41])[CH3:42])(=[O:43])[CH3:44].[CH3:27][O:28][CH2:29][CH2:30][NH2:31].[CH:1]1([CH2:4][N:5]([c:6]2[cH:7][c:8]([C:12](=[O:13])[NH:14][c:15]3[c:16]([CH3:23])[cH:17][c:18]([CH:21]=[O:22])[cH:19][cH:20]3)[n:9][cH:10][n:11]2)[CH2:24][CH2:25][CH3:26])[CH2:2][CH2:3]1.[Cl:45][CH2:46][Cl:47]>>[CH:1]1([CH2:4][N:5]([c:6]2[cH:7][c:8]([C:12](=[O:13])[NH:14][c:15]3[c:16]([CH3:23])[cH:17][c:18]([CH2:21][NH:31][CH2:30][CH2:29][O:28][CH3:27])[cH:19][cH:20]3)[n:9][cH:10][n:11]2)[CH2:24][CH2:25][CH3:26])[CH2:2][CH2:3]1. Reactants: OC1=CC=C(C=C1)CCNC1=NC=CC(=N1)C=1C=C(C=O)C=CC1 (3-{2-[2-(4-Hydroxy-phenyl)-ethylamino]-pyrimidin-4-yl}-benzaldehyde), NC1=NC=CN=C1 (2-aminopyrazine), 399. Yields the product N1=C(C=NC=C1)NCC=1C=C(C=CC1)C1=NC(=NC=C1)NCCC1=CC=C(C=C1)O (4-(2-{4-[3-(Pyrazin-2-ylaminomethyl)-phenyl]-pyrimidin-2-ylamino}-ethyl)-phenol). Reaction SMILES: [OH:1][C:2]1[CH:7]=[CH:6][C:5]([CH2:8][CH2:9][NH:10][C:11]2[N:16]=[C:15]([C:17]3[CH:18]=[C:19]([CH:22]=[CH:23][CH:24]=3)[CH:20]=O)[CH:14]=[CH:13][N:12]=2)=[CH:4][CH:3]=1.[NH2:25][C:26]1[CH:31]=[N:30][CH:29]=[CH:28][N:27]=1>>[N:27]1[CH:28]=[CH:29][N:30]=[CH:31][C:26]=1[NH:25][CH2:20][C:19]1[CH:18]=[C:17]([C:15]2[CH:14]=[CH:13][N:12]=[C:11]([NH:10][CH2:9][CH2:8][C:5]3[CH:6]=[CH:7][C:2]([OH:1])=[CH:3][CH:4]=3)[N:16]=2)[CH:24]=[CH:23][CH:22]=1. Procedure: Intermediate 28 was coupled with 2-aminopyrazine following procedure B. LC-MS showed the product had the expected M+H+ of 399. 1H NMR (Varian 300 MHz, CDCl3, shifts relative to the solvent peak at 7.24 ppm) δ 8.3 (m, 2H), 8.1 (m, 1H), 8.0 (m, 3H), 7.7 (m, 2H), 7.5 (m, 3H), 7.1 (m, 2H), 6.7 (m, 2H), 4.6 (m, 2H), 3.6 (m, 2H), 2.8 (m, 2H). The reactants are CCOC(=O)CN1CCC(CC(=O)NOC(C)(C)C)(S(=O)(=O)c2ccc(Oc3ccccc3)cc2)CC1, CC(Cl)Cl, Cl. Yields the product CCOC(=O)CN1CCC(CC(=O)NO)(S(=O)(=O)c2ccc(Oc3ccccc3)cc2)CC1. RXN SMILES: [C:1]([CH3:2])([CH3:3])([CH3:4])[O:5][NH:6][C:7]([CH2:8][C:9]1([S:21](=[O:22])(=[O:23])[c:24]2[cH:25][cH:26][c:27]([O:30][c:31]3[cH:32][cH:33][cH:34][cH:35][cH:36]3)[cH:28][cH:29]2)[CH2:10][CH2:11][N:12]([CH2:15][C:16](=[O:17])[O:18][CH2:19][CH3:20])[CH2:13][CH2:14]1)=[O:37].[Cl:39][CH:40]([Cl:41])[CH3:42].[ClH:38]>>[OH:5][NH:6][C:7]([CH2:8][C:9]1([S:21](=[O:22])(=[O:23])[c:24]2[cH:25][cH:26][c:27]([O:30][c:31]3[cH:32][cH:33][cH:34][cH:35][cH:36]3)[cH:28][cH:29]2)[CH2:10][CH2:11][N:12]([CH2:15][C:16](=[O:17])[O:18][CH2:19][CH3:20])[CH2:13][CH2:14]1)=[O:37]. Reactants: CC#N, CCN(C(C)C)C(C)C, Cc1ccc(N2CCc3ncnc(Cl)c3C2)c(C#N)c1, Cc1ccc(C(N)CCO)cn1. The product is Cc1ccc(N2CCc3ncnc(NC(CCO)c4ccc(C)nc4)c3C2)c(C#N)c1. RXN SMILES: [CH3:42][C:43]#[N:44].[CH:33]([N:34]([CH2:35][CH3:36])[CH:37]([CH3:38])[CH3:39])([CH3:40])[CH3:41].[Cl:1][c:2]1[c:3]2[c:4]([n:5][cH:6][n:7]1)[CH2:8][CH2:9][N:10]([c:12]1[c:13]([C:14]#[N:15])[cH:16][c:17]([CH3:20])[cH:18][cH:19]1)[CH2:11]2.[NH2:21][CH:22]([CH2:23][CH2:24][OH:25])[c:26]1[cH:27][n:28][c:29]([CH3:32])[cH:30][cH:31]1>>[c:2]1([NH:21][CH:22]([CH2:23][CH2:24][OH:25])[c:26]2[cH:27][n:28][c:29]([CH3:32])[cH:30][cH:31]2)[c:3]2[c:4]([n:5][cH:6][n:7]1)[CH2:8][CH2:9][N:10]([c:12]1[c:13]([C:14]#[N:15])[cH:16][c:17]([CH3:20])[cH:18][cH:19]1)[CH2:11]2.